This data is from the Open Reaction Database (ORD), a public repository of structured organic reaction records. The task is: describe an organic reaction: reactants, conditions, products, and yield Starting materials: CC(C)=O, CC(C)COC(=O)Cl, [Na+], [Na], O, O=C([O-])O, CCOC(=O)C(C#N)=NO. RXN SMILES: [CH3:26][C:27](=[O:28])[CH3:29].[Cl:12][C:13](=[O:14])[O:15][CH2:16][CH:17]([CH3:18])[CH3:19].[Na+:20].[Na:1].[OH2:25].[OH:21][C:22](=[O:23])[O-:24].[OH:2][N:3]=[C:4]([C:5](=[O:6])[O:7][CH2:8][CH3:9])[C:10]#[N:11]>>[O:2]([N:3]=[C:4]([C:5](=[O:6])[O:7][CH2:8][CH3:9])[C:10]#[N:11])[C:13](=[O:14])[O:15][CH2:16][CH:17]([CH3:18])[CH3:19]. The product is CCOC(=O)C(C#N)=NOC(=O)OCC(C)C. The reactants are O=S1(=O)CCCc2[nH]c3ccccc3c2CC1, CN(C)CCCCl, CN(C)C=O, [H-], [Na+]. Reaction SMILES: [CH2:3]1[CH2:4][S:5](=[O:18])(=[O:19])[CH2:6][CH2:7][CH2:8][c:9]2[nH:10][c:11]3[cH:12][cH:13][cH:14][cH:15][c:16]3[c:17]21.[CH3:20][N:21]([CH2:22][CH2:23][CH2:24][Cl:25])[CH3:26].[CH3:27][N:28]([CH3:29])[CH:30]=[O:31].[H-:1].[Na+:2]>>[CH2:3]1[CH2:4][S:5](=[O:18])(=[O:19])[CH2:6][CH2:7][CH2:8][c:9]2[n:10]([CH2:24][CH2:23][CH2:22][N:21]([CH3:20])[CH3:26])[c:11]3[cH:12][cH:13][cH:14][cH:15][c:16]3[c:17]21. Yields the product CN(C)CCCn1c2c(c3ccccc31)CCS(=O)(=O)CCC2. Starting materials: BrC=1C=C(N(C1)CC(=O)C1=NC=C(N=C1)C)C(=O)OC (methyl 4-bromo-1-[2-(5-methylpyrazin-2-yl)-2-oxoethyl]-1H-pyrrole-2-carboxylate), C(CN)N (ethane-1,2-diamine). Solvent: O1CCOCC1 (1,4-dioxane). Run at time 2 day. Product: BrC=1C=C2N(CC3(N(C2=O)CCN3)C3=NC=C(N=C3)C)C1 (7-bromo-10a-(5-methylpyrazin-2-yl)-2,3,10,10a-tetrahydro-1H,5H-imidazo[1,2-a]pyrrolo[1,2-d]pyrazin-5-one). The yield is 28.7%. As a reaction SMILES: [Br:1][C:2]1[CH:3]=[C:4]([C:17]([O:19]C)=O)[N:5]([CH2:7][C:8]([C:10]2[CH:15]=[N:14][C:13]([CH3:16])=[CH:12][N:11]=2)=O)[CH:6]=1.[CH2:21]([NH2:24])[CH2:22][NH2:23]>O1CCOCC1>[Br:1][C:2]1[CH:3]=[C:4]2[C:17](=[O:19])[N:23]3[CH2:22][CH2:21][NH:24][C:8]3([C:10]3[CH:15]=[N:14][C:13]([CH3:16])=[CH:12][N:11]=3)[CH2:7][N:5]2[CH:6]=1. Procedure details: To a solution of methyl 4-bromo-1-[2-(5-methylpyrazin-2-yl)-2-oxoethyl]-1H-pyrrole-2-carboxylate (111 mg, 0.33 mmol) in 1,4-dioxane (2 mL) was added ethane-1,2-diamine (0.6 mL, 9.0 mmol). The solution was heated at reflux. After 2 days the reaction was complete (monitored by LCMS). The mixture was then concentrated in vacuo to give a oily solid. The material was purified by flash chromatography (Biotage SP4, 12 g cartridge, gradient CH2Cl2 1 CV, 0-10% MeOH in CH2Cl2 15 CV and hold 10% MeOH 5 CV)... Isolated yield 68.1%. Run at time 8 hour. Procedure: 49.5 g of 2-(3,4-dimethoxy-α-hydroxybenzyl)-3,4,5-trimethoxybenzaldehyde dimethyl acetal are dissolved in 5 ml of toluene. 14.2 g of dimethyl acetylenedicarboxylate and 19 mg of p-toluenesulfonic acid monohydrate are added to the solution, and the mixture is refluxed for 3 hours. After cooling the reaction mixture, 200 ml of methanol are added thereto, and the mixture is allowed to stand at -30° C. overnight. The precipitated crystals are collected by filtration and recrystallized from ethyl ace... Reactants: C(#CC(=O)OC)C(=O)OC (dimethyl acetylenedicarboxylate), COC(C1=C(C(=C(C(=C1)OC)OC)OC)C(C1=CC(=C(C=C1)OC)OC)O)OC (2-(3,4-dimethoxy-α-hydroxybenzyl)-3,4,5-trimethoxybenzaldehyde dimethyl acetal), CO (methanol). Reaction SMILES: C[O:2][CH:3](OC)[C:4]1[CH:9]=[C:8]([O:10][CH3:11])[C:7]([O:12][CH3:13])=[C:6]([O:14][CH3:15])[C:5]=1[CH:16](O)[C:17]1[CH:22]=[CH:21][C:20]([O:23][CH3:24])=[C:19]([O:25][CH3:26])[CH:18]=1.[C:30]([C:36]([O:38][CH3:39])=[O:37])#[C:31][C:32]([O:34][CH3:35])=[O:33].CO>C1(C)C=CC=CC=1.O.C1(C)C=CC(S(O)(=O)=O)=CC=1>[CH3:26][O:25][C:19]1[CH:18]=[C:17]([C:16]2[C:5]3[C:4](=[CH:9][C:8]([O:10][CH3:11])=[C:7]([O:12][CH3:13])[C:6]=3[O:14][CH3:15])[C:3]([OH:2])=[C:31]([C:32]([O:34][CH3:35])=[O:33])[C:30]=2[C:36]([O:38][CH3:39])=[O:37])[CH:22]=[CH:21][C:20]=1[O:23][CH3:24] |f:4.5|. The reagents and catalysts are O.C1(=CC=C(C=C1)S(=O)(=O)O)C (p-toluenesulfonic acid monohydrate). The solvent is C1(=CC=CC=C1)C (toluene). Product: COC=1C=C(C=CC1OC)C1=C(C(=C(C2=CC(=C(C(=C12)OC)OC)OC)O)C(=O)OC)C(=O)OC (1-(3,4-dimethoxyphenyl)-2,3-bis(methoxycarbonyl)-4-hydroxy-6,7,8-trimethoxynaphthalene). The reactants are BrCCCOC1CCCCO1, O=C([O-])[O-], CNC1CCCN(C(=O)c2ccc(NC(=O)c3ccccc3C)cc2)c2ccccc21, CN(C)C=O, [I-], [K+], [K+], [K+]. The product is Cc1ccccc1C(=O)Nc1ccc(C(=O)N2CCCC(N(C)CCCOC3CCCCO3)c3ccccc32)cc1. Reaction SMILES: [Br:40][CH2:41][CH2:42][CH2:43][O:44][CH:45]1[O:46][CH2:47][CH2:48][CH2:49][CH2:50]1.[C:32](=[O:33])([O-:34])[O-:35].[CH3:1][NH:2][CH:3]1[CH2:4][CH2:5][CH2:6][N:7]([C:14]([c:15]2[cH:16][cH:17][c:18]([NH:21][C:22]([c:23]3[c:24]([CH3:29])[cH:25][cH:26][cH:27][cH:28]3)=[O:30])[cH:19][cH:20]2)=[O:31])[c:8]2[c:9]1[cH:10][cH:11][cH:12][cH:13]2.[CH3:51][N:52]([CH3:53])[CH:54]=[O:55].[I-:39].[K+:36].[K+:37].[K+:38]>>[CH3:1][N:2]([CH:3]1[CH2:4][CH2:5][CH2:6][N:7]([C:14]([c:15]2[cH:16][cH:17][c:18]([NH:21][C:22]([c:23]3[c:24]([CH3:29])[cH:25][cH:26][cH:27][cH:28]3)=[O:30])[cH:19][cH:20]2)=[O:31])[c:8]2[c:9]1[cH:10][cH:11][cH:12][cH:13]2)[CH2:41][CH2:42][CH2:43][O:44][CH:45]1[O:46][CH2:47][CH2:48][CH2:49][CH2:50]1. The reactants are COC(=O)C1=CC=C(C=C1)C1=C(C=CC=C1C)C (2′,6′-dimethyl-1,1′-biphenyl-4-carboxylic acid methyl ester), [OH-].[Li+] (lithium hydroxide). Run in O1CCCC1 (tetrahydrofuran). The product is CC1=C(C(=CC=C1)C)C1=CC=C(C=C1)C(=O)O (2′,6′-Dimethyl-1,1′-biphenyl-4-carboxylic acid). Reaction SMILES: C[O:2][C:3]([C:5]1[CH:10]=[CH:9][C:8]([C:11]2[C:16]([CH3:17])=[CH:15][CH:14]=[CH:13][C:12]=2[CH3:18])=[CH:7][CH:6]=1)=[O:4].[OH-].[Li+]>O1CCCC1>[CH3:18][C:12]1[CH:13]=[CH:14][CH:15]=[C:16]([CH3:17])[C:11]=1[C:8]1[CH:9]=[CH:10][C:5]([C:3]([OH:4])=[O:2])=[CH:6][CH:7]=1 |f:1.2|. Procedure: A solution of 2′,6′-dimethyl-1,1′-biphenyl-4-carboxylic acid methyl ester (5 g, 20.8 mmol) in tetrahydrofuran (70 mL) was treated dropwise under nitrogen with 1 N lithium hydroxide (45 mL). The mixture was heated at reflux for 8 hours, filtered warm (Celite) and concentrated in vacuo to remove organic solvents. The aqueous residue was acidified in the cold to pH 3 with 2N hydrochloric acid. The precipitate was collected, washed with water ad dried. The residue was dissolved in ethyl acetate, tre... Starting materials: O=C([O-])[O-], CC1CN(Cc2ccccc2)C(=O)C(C)N1, COC(=O)c1cccc2oc(Cl)nc12, [K+], [K+], CN(C)C=O, O. Yields the product COC(=O)c1cccc2oc(N3C(C)CN(Cc4ccccc4)C(=O)C3C)nc12. Reaction SMILES: [C:31](=[O:32])([O-:33])[O-:34].[CH2:15]([c:16]1[cH:17][cH:18][cH:19][cH:20][cH:21]1)[N:22]1[C:23](=[O:30])[CH:24]([CH3:29])[NH:25][CH:26]([CH3:28])[CH2:27]1.[Cl:1][c:2]1[o:3][c:4]2[c:5]([n:6]1)[c:7]([C:11](=[O:12])[O:13][CH3:14])[cH:8][cH:9][cH:10]2.[K+:35].[K+:36].[O:37]=[CH:38][N:39]([CH3:40])[CH3:41].[OH2:42]>>[c:2]1([N:25]2[CH:24]([CH3:29])[C:23](=[O:30])[N:22]([CH2:15][c:16]3[cH:17][cH:18][cH:19][cH:20][cH:21]3)[CH2:27][CH:26]2[CH3:28])[o:3][c:4]2[c:5]([n:6]1)[c:7]([C:11](=[O:12])[O:13][CH3:14])[cH:8][cH:9][cH:10]2. Reactants: FC=1C(NC(NC1)=O)=O (5-fluorouracil), COC=1C=C(C=C(C1OC)OC)N=C=O (3, 4, 5-trimethoxyphenylisocyanate), N1=CC=CC=C1 (pyridine). Solvent: ClCCl (dichloromethane). Conditions: temperature 90 celsius. Product: COC=1C=C(C=C(C1OC)OC)NC(=O)N1C(=O)NC(=O)C(=C1)F (1-(3, 4, 5-trimethoxyphenylcarbamoy)-5-fluorouracil). The yield is 47.2%. Reaction SMILES: [F:1][C:2]1[C:3](=[O:9])[NH:4][C:5](=[O:8])[NH:6][CH:7]=1.[CH3:10][O:11][C:12]1[CH:13]=[C:14]([N:22]=[C:23]=[O:24])[CH:15]=[C:16]([O:20][CH3:21])[C:17]=1[O:18][CH3:19].N1C=CC=CC=1>ClCCl>[CH3:10][O:11][C:12]1[CH:13]=[C:14]([NH:22][C:23]([N:6]2[CH:7]=[C:2]([F:1])[C:3](=[O:9])[NH:4][C:5]2=[O:8])=[O:24])[CH:15]=[C:16]([O:20][CH3:21])[C:17]=1[O:18][CH3:19]. Procedure: A mixture of 3.9 g of 5-fluorouracil, 6.27 g of 3, 4, 5-trimethoxyphenylisocyanate and 15 ml of pyridine was heated at 90° C. for 2 hr and, after evaporating pyridine, 100 ml of dichloromethane and 200 ml of hydrochloric acid water were added to it. The insoluble substance produced was combined with the substance dissolved in the dichloromethane. The combined substances were washed with water and then with ethanol, and 4.8 g of 1-(3, 4, 5-trimethoxyphenylcarbamoy)-5-fluorouracil (melting point: ... Starting materials: Cl (hydrochloride), ClC(=O)OC1CN2CCC1CC2 (3-quinuclidyl chloroformate), C1(=CC=CC=C1)NCC1=CC=CC=C1 (N-phenylbenzylamine). The solvent is ClCCCl (1,2-dichloroethane), ClCCCl (1,2-dichloroethane). Product: Cl.C(C1=CC=CC=C1)N(C(OC1CN2CCC1CC2)=O)C2=CC=CC=C2 (3-quinuclidyl N-benzyl-N-phenylcarbamate, hydrochloride). Reaction SMILES: Cl.[Cl:2][C:3]([O:5][CH:6]1[CH:11]2[CH2:12][CH2:13][N:8]([CH2:9][CH2:10]2)[CH2:7]1)=[O:4].[C:14]1([NH:20][CH2:21][C:22]2[CH:27]=[CH:26][CH:25]=[CH:24][CH:23]=2)[CH:19]=[CH:18][CH:17]=[CH:16][CH:15]=1>ClCCCl>[ClH:2].[CH2:21]([N:20]([C:14]1[CH:19]=[CH:18][CH:17]=[CH:16][CH:15]=1)[C:3](=[O:4])[O:5][CH:6]1[CH:11]2[CH2:12][CH2:13][N:8]([CH2:9][CH2:10]2)[CH2:7]1)[C:22]1[CH:27]=[CH:26][CH:25]=[CH:24][CH:23]=1 |f:4.5|. Reported procedure: To a suspension of 750 mg (2.58 mmol) of hydrochloride of 3-quinuclidyl chloroformate in 20 mL of 1,2-dichloroethane, a solution of 395 mg (2.15 mmol) of N-phenylbenzylamine in 5 mL of 1,2-dichloroethane was added dropwise. Once completed the addition, the mixture was refluxed for three hours. The reaction crude was allowed to cool down and the solvent distilled off under reduced pressure. The residue was purified by column chromatography (eluent: chloroform-methanol 10:1) yielding 720 mg (1.95 ... The reactants are ClCC(=O)OCC (ethyl 2-chloroacetate), O=C(CC#N)C1=CC=CC=C1 (3-oxo-3-phenylpropanenitrile), C([O-])([O-])=O.[K+].[K+] (potassium carbonate), IC (iodomethane), C(=S)=S (carbon disulfide). Conditions: time 10 minute. The product is C(#N)C=1C(=C(SC1SC)C(=O)OCC)C1=CC=CC=C1 (Ethyl 4-cyano-5-(methylthio)-3-phenylthiophene-2-carboxylate). RXN SMILES: O=[C:2]([C:6]1[CH:11]=[CH:10][CH:9]=[CH:8][CH:7]=1)[CH2:3][C:4]#[N:5].[C:12](=O)([O-])[O-].[K+].[K+].[C:18](=[S:20])=[S:19].Cl[CH2:22][C:23]([O:25][CH2:26][CH3:27])=[O:24].IC>>[C:4]([C:3]1[C:2]([C:6]2[CH:11]=[CH:10][CH:9]=[CH:8][CH:7]=2)=[C:22]([C:23]([O:25][CH2:26][CH3:27])=[O:24])[S:19][C:18]=1[S:20][CH3:12])#[N:5] |f:1.2.3|. Procedure: 3-oxo-3-phenylpropanenitrile (0.725 g, 5.0 mmol) was added to a suspension of potassium carbonate (1.98 g, 15.0 mmol) in N,N-dimethylformide (4.5 mL) and allowed to stir at ambient temperature. After 10 minutes, carbon disulfide (0.57 g, 7.5 mmol) was added in one portion and the resulting mixture stirred at ambient temperature for an additional 10 minutes then a solution of ethyl 2-chloroacetate (0.61 g, 5.0 mmol) in N,N-dimethylformide (5.0 mL) was added. After 1 hour, a solution of iodomethan...